This data is from the Open Reaction Database (ORD), a public repository of structured organic reaction records. The task is: describe an organic reaction: reactants, conditions, products, and yield The reactants are CCO, O=C1c2ccccc2C(=O)N1C1CCC(c2cccnc2)C1. Yields the product NC1CCC(c2cccnc2)C1. Reaction SMILES: [CH3:23][CH2:24][OH:25].[n:1]1[cH:2][c:3]([CH:7]2[CH2:8][CH:9]([N:12]3[C:13](=[O:14])[c:15]4[cH:16][cH:17][cH:18][cH:19][c:20]4[C:21]3=[O:22])[CH2:10][CH2:11]2)[cH:4][cH:5][cH:6]1>>[n:1]1[cH:2][c:3]([CH:7]2[CH2:8][CH:9]([NH2:12])[CH2:10][CH2:11]2)[cH:4][cH:5][cH:6]1. Starting materials: O=C1c2ccccc2C(=O)N1CCBr, C[S-], CS(C)=O, [Na+], O. Product: CSCCN1C(=O)c2ccccc2C1=O. Reaction SMILES: [Br:1][CH2:2][CH2:3][N:4]1[C:5](=[O:14])[c:6]2[c:7]([cH:10][cH:11][cH:12][cH:13]2)[C:8]1=[O:9].[CH3:15][S-:16].[CH3:18][S:19]([CH3:20])=[O:21].[Na+:17].[OH2:22]>>[CH2:2]([CH2:3][N:4]1[C:5](=[O:14])[c:6]2[c:7]([cH:10][cH:11][cH:12][cH:13]2)[C:8]1=[O:9])[S:16][CH3:15]. Reactants: FC1=CC=C(C=C1)C=1NC(NC1C1=CC=C(C=C1)F)=S (4,5-bis(4-fluorophenyl)-1H-imidazole-2-thione), [O-]CC.[Na+] (sodium ethoxide), 1,2-diiodotetrafluoroethylene. Run in C(C)O (ethanol). The product is FC1=CC=C(C=C1)C=1N=CNC1C1=CC=C(C=C1)F (4,5-bis(4-fluorophenyl)-1H-imidazole). As a reaction SMILES: [F:1][C:2]1[CH:7]=[CH:6][C:5]([C:8]2[NH:9][C:10](=S)[NH:11][C:12]=2[C:13]2[CH:18]=[CH:17][C:16]([F:19])=[CH:15][CH:14]=2)=[CH:4][CH:3]=1.[O-]CC.[Na+]>C(O)C>[F:19][C:16]1[CH:15]=[CH:14][C:13]([C:12]2[N:11]=[CH:10][NH:9][C:8]=2[C:5]2[CH:6]=[CH:7][C:2]([F:1])=[CH:3][CH:4]=2)=[CH:18][CH:17]=1 |f:1.2|. Procedure: A mixture of 4,5-bis(4-fluorophenyl)-1H-imidazole-2-thione (8.0 g, 0.028 mol), sodium ethoxide (1.9 g, 0.028 mol) and 1,2-diiodotetrafluoroethylene (4.9 g, 0.014 mol) in ethanol (100 ml) was refluxed for two hours and then cooled. The yellow precipitate was collected, washed with ethanol and recrystallized from chloroform to give the title compound, m.p. 234°-236°. Yields the product C=C(CCC(=O)OC)c1ccc(Cl)c(Cl)c1. As a reaction SMILES: [Br-:23].[CH3:1][C:2]([CH3:3])([O-:4])[CH3:5].[CH3:24][P+:25]([c:26]1[cH:27][cH:28][cH:29][cH:30][cH:31]1)([c:32]1[cH:33][cH:34][cH:35][cH:36][cH:37]1)[c:38]1[cH:39][cH:40][cH:41][cH:42][cH:43]1.[Cl:7][c:8]1[cH:9][c:10]([C:15]([CH2:16][CH2:17][C:18](=[O:19])[O:20][CH3:21])=[O:22])[cH:11][cH:12][c:13]1[Cl:14].[K+:6].[cH:44]1[cH:45][cH:46][cH:47][cH:48][cH:49]1>>[CH2:1]=[C:15]([c:10]1[cH:9][c:8]([Cl:7])[c:13]([Cl:14])[cH:12][cH:11]1)[CH2:16][CH2:17][C:18](=[O:19])[O:20][CH3:21]. The reactants are [Br-], CC(C)(C)[O-], C[P+](c1ccccc1)(c1ccccc1)c1ccccc1, COC(=O)CCC(=O)c1ccc(Cl)c(Cl)c1, [K+], c1ccccc1. The reactants are C(C=C)OC(=O)N1[C@@H](C[C@@H](C1)NC(=O)OCC=C)CO ((2S,4S)-1-allyloxycarbonyl-4-(allyloxycarbonylamino)-2-hydroxymethylpyrrolidine), N1C=NC=C1 (imidazole), [Si](C)(C)(C(C)(C)C)Cl (t-butyldimethylsilyl chloride). The solvent is CN(C=O)C (N,N-dimethylformamide), C(C)(=O)OCC (ethyl acetate). Reaction conditions: time 12 hour. The product is C(C=C)OC(=O)N1[C@@H](C[C@@H](C1)NC(=O)OCC=C)CO[Si](C)(C)C(C)(C)C ((2S,4S)-1-allyloxycarbonyl-4-(allyloxycarbonylamino)-2-t-butyldimethylsilyloxymethylpyrrolidine). Reaction SMILES: [CH2:1]([O:4][C:5]([N:7]1[CH2:11][C@@H:10]([NH:12][C:13]([O:15][CH2:16][CH:17]=[CH2:18])=[O:14])[CH2:9][C@H:8]1[CH2:19][OH:20])=[O:6])[CH:2]=[CH2:3].N1C=CN=C1.[Si:26](Cl)([C:29]([CH3:32])([CH3:31])[CH3:30])([CH3:28])[CH3:27]>CN(C)C=O.C(OCC)(=O)C>[CH2:1]([O:4][C:5]([N:7]1[CH2:11][C@@H:10]([NH:12][C:13]([O:15][CH2:16][CH:17]=[CH2:18])=[O:14])[CH2:9][C@H:8]1[CH2:19][O:20][Si:26]([C:29]([CH3:32])([CH3:31])[CH3:30])([CH3:28])[CH3:27])=[O:6])[CH:2]=[CH2:3]. Reported procedure: To a solution of (2S,4S)-1-allyloxycarbonyl-4-(allyloxycarbonylamino)-2-hydroxymethylpyrrolidine (8.73 g in N,N-dimethylformamide (40 ml) were added imidazole (6.76 g) and t-butyldimethylsilyl chloride (5.10 g). The resulting mixture was allowed to stand at ambient temperature for 12 hours. The mixture was diluted with ethyl acetate (200 ml), washed in turn with water and brine, dried over magnesium sulfate and evaporated. The residue was chromatographed on silica gel (100 ml) eluting with a mix... Reactants: O=C(O)C1(O)CN(C(c2ccccc2)c2ccccc2)C1, Cl, C1COCCO1. The product is Cl, O=C(O)C1(O)CNC1. As a reaction SMILES: [CH:1]([c:2]1[cH:3][cH:4][cH:5][cH:6][cH:7]1)([c:8]1[cH:9][cH:10][cH:11][cH:12][cH:13]1)[N:14]1[CH2:15][C:16]([C:18](=[O:19])[OH:20])([OH:21])[CH2:17]1.[ClH:22].[O:23]1[CH2:24][CH2:25][O:26][CH2:27][CH2:28]1>>[ClH:22].[NH:14]1[CH2:15][C:16]([C:18](=[O:19])[OH:20])([OH:21])[CH2:17]1. The reactants are [Li+], CC(C)(C)OC(=O)c1ccc(N2CCC(N(c3ccccn3)S(=O)(=O)c3ccc([N+](=O)[O-])cc3)C2)cc1, CN(C)C=O, [OH-], O=C(O)CS. Yields the product CC(C)(C)OC(=O)c1ccc(N2CCC(Nc3ccccn3)C2)cc1. As a reaction SMILES: [Li+:38].[N+:1]([c:2]1[cH:3][cH:4][c:5]([S:6](=[O:7])(=[O:8])[N:13]([c:14]2[n:15][cH:16][cH:17][cH:18][cH:19]2)[CH:20]2[CH2:21][N:22]([c:25]3[cH:26][cH:27][c:28]([C:29](=[O:30])[O:31][C:32]([CH3:33])([CH3:34])[CH3:35])[cH:36][cH:37]3)[CH2:23][CH2:24]2)[cH:9][cH:10]1)([O-:11])=[O:12].[O:45]=[CH:46][N:47]([CH3:48])[CH3:49].[OH-:39].[OH:40][C:41]([CH2:42][SH:43])=[O:44]>>[NH:13]([c:14]1[n:15][cH:16][cH:17][cH:18][cH:19]1)[CH:20]1[CH2:21][N:22]([c:25]2[cH:26][cH:27][c:28]([C:29](=[O:30])[O:31][C:32]([CH3:33])([CH3:34])[CH3:35])[cH:36][cH:37]2)[CH2:23][CH2:24]1.